This data is from the Open Reaction Database (ORD), a public repository of structured organic reaction records. The task is: describe an organic reaction: reactants, conditions, products, and yield Starting materials: [O-]S(=O)(=O)[O-].[Na+].[Na+] (Na2SO4), CN(C(=O)C1=CC=CC(=N1)C(=O)OC)C (6-(N,N-dimethylcarbamyl)-2-carbomethoxypyridine), [H-].[Al+3].[Li+].[H-].[H-].[H-] (lithium aluminum hydride). The solvent is O1CCCC1 (tetrahydrofuran), O1CCCC1 (tetrahydrofuran). Run at time 8 hour. Yields the product CN(C)CC1=CC=CC(=N1)CO (6-Dimethylaminomethyl-2-hydroxymethylpyridine). Isolated yield 32.1%. RXN SMILES: [CH3:1][N:2]([CH3:15])[C:3]([C:5]1[N:10]=[C:9]([C:11](OC)=[O:12])[CH:8]=[CH:7][CH:6]=1)=O.[H-].[Al+3].[Li+].[H-].[H-].[H-].[O-]S([O-])(=O)=O.[Na+].[Na+]>O1CCCC1>[CH3:15][N:2]([CH2:3][C:5]1[N:10]=[C:9]([CH2:11][OH:12])[CH:8]=[CH:7][CH:6]=1)[CH3:1] |f:1.2.3.4.5.6,7.8.9|. Procedure: A solution of 6-(N,N-dimethylcarbamyl-2-carbomethoxypyridine (20.3 g; 97.5 mmoles) [prepared in Step A] in 200 ml of tetrahydrofuran was added to a suspension of lithium aluminum hydride (9.6 g; 0.25 moles) in 500 ml of tetrahydrofuran. The mixture was stirred and heated at reflux temperature under a nitrogen atmosphere for 3 hours then left at ambient temperature overnight. The mixture was decomposed with a saturated aqueous solution of Na2SO4, filtered, dried and evaporated under reduced press... The reactants are N#CCCCc1ccc(N2CC(=O)NS2(=O)=O)c(OCc2ccccc2)c1, CCO. The product is N#CCCCc1ccc(N2CC(=O)NS2(=O)=O)c(O)c1. RXN SMILES: [CH2:1]([c:2]1[cH:3][cH:4][cH:5][cH:6][cH:7]1)[O:8][c:9]1[cH:10][c:11]([CH2:23][CH2:24][CH2:25][C:26]#[N:27])[cH:12][cH:13][c:14]1[N:15]1[S:16](=[O:21])(=[O:22])[NH:17][C:18](=[O:20])[CH2:19]1.[CH3:28][CH2:29][OH:30]>>[OH:8][c:9]1[cH:10][c:11]([CH2:23][CH2:24][CH2:25][C:26]#[N:27])[cH:12][cH:13][c:14]1[N:15]1[S:16](=[O:21])(=[O:22])[NH:17][C:18](=[O:20])[CH2:19]1. The reactants are CC(C)(C)[Si](C)(C)N1C(=O)C(N2C(=O)c3ccccc3C2=O)C1C=Cc1ccccc1, COCCOC, CNN. Yields the product CC(C)(C)[Si](C)(C)N1C(=O)C(N)C1C=Cc1ccccc1. As a reaction SMILES: [C:1]1(=[O:2])[N:5]([CH:6]2[C:7](=[O:25])[N:8]([Si:18]([CH3:19])([CH3:20])[C:21]([CH3:22])([CH3:23])[CH3:24])[CH:9]2[CH:10]=[CH:11][c:12]2[cH:13][cH:14][cH:15][cH:16][cH:17]2)[C:3](=[O:4])[c:26]2[cH:27][cH:28][cH:29][cH:30][c:31]21.[CH2:35]([CH2:36][O:37][CH3:38])[O:39][CH3:40].[CH3:32][NH:33][NH2:34]>>[NH2:5][CH:6]1[C:7](=[O:25])[N:8]([Si:18]([CH3:19])([CH3:20])[C:21]([CH3:22])([CH3:23])[CH3:24])[CH:9]1[CH:10]=[CH:11][c:12]1[cH:13][cH:14][cH:15][cH:16][cH:17]1. Starting materials: O=S1(CCN(CC1)C(=O)C=1NC2=CC=C(C=C2C1)OC1CCN(CC1)C(C)C)=O ((1,1-Dioxo-thiomorpholin-4-yl)-[5-(1-isopropyl-piperidin-4-yloxy)-1H-indol-2-yl]-methanone), ClC1=NC=CC(=C1)B(O)O (2-chloropyridine-4-boronic acid). The product is ClC1=NC=CC(=C1)N1C(=CC2=CC(=CC=C12)OC1CCN(CC1)C(C)C)C(=O)N1CCS(CC1)(=O)=O ([1-(2-Chloro-pyridin-4-yl)-5-(1-isopropyl-piperidin-4-yloxy)-1H-indol-2-yl]-(1,1-dioxo-1λ6-thiomorpholin-4-yl)-methanone). RXN SMILES: [O:1]=[S:2]1(=[O:29])[CH2:7][CH2:6][N:5]([C:8]([C:10]2[NH:11][C:12]3[C:17]([CH:18]=2)=[CH:16][C:15]([O:19][CH:20]2[CH2:25][CH2:24][N:23]([CH:26]([CH3:28])[CH3:27])[CH2:22][CH2:21]2)=[CH:14][CH:13]=3)=[O:9])[CH2:4][CH2:3]1.[Cl:30][C:31]1[CH:36]=[C:35](B(O)O)[CH:34]=[CH:33][N:32]=1>>[Cl:30][C:31]1[CH:36]=[C:35]([N:11]2[C:12]3[C:17](=[CH:16][C:15]([O:19][CH:20]4[CH2:25][CH2:24][N:23]([CH:26]([CH3:27])[CH3:28])[CH2:22][CH2:21]4)=[CH:14][CH:13]=3)[CH:18]=[C:10]2[C:8]([N:5]2[CH2:6][CH2:7][S:2](=[O:1])(=[O:29])[CH2:3][CH2:4]2)=[O:9])[CH:34]=[CH:33][N:32]=1. Procedure: In analogy to the procedure described for the synthesis of example 5, the title compound was synthesized from (1,1-dioxo-thiomorpholin-4-yl)-[5-(1-isopropyl-piperidin-4-yloxy)-1H-indol-2-yl]-methanone (Example 2) and 2-chloropyridine-4-boronic acid. The desired product was obtained in a yield of 8% as an off-white solid. MS (m/e): 531.5 (M+, 100%). Product: C(C)(C)N(CCNC1=[N+](C=CC(=C1)[N+](=O)[O-])[O-])C(C)C (2-(2-Diisopropylaminoethylamino)-4-nitropyridine-N-oxide). Run in C(C)O (ethanol). Starting materials: ClC1=[N+](C=CC(=C1)[N+](=O)[O-])[O-] (2-chloro-4-nitropyridine-N-oxide), C(C)(C)N(CCN)C(C)C (2-diisopropylaminoethylamine). Reported procedure: A mixture of 2-chloro-4-nitropyridine-N-oxide (20.9 g., 0.12 mole) and 2-diisopropylaminoethylamine (34.8 g., 0.24 mole) dissolved in absolute ethanol (200 ml) is refluxed for 31/2 hours. The solvent is evaporated and the residue is extracted with hot cyclohexane several times to give upon cooling orange crystalline product (20.9 g.), m.p. 94°-97° C. Reaction SMILES: Cl[C:2]1[CH:7]=[C:6]([N+:8]([O-:10])=[O:9])[CH:5]=[CH:4][N+:3]=1[O-:11].[CH:12]([N:15]([CH:19]([CH3:21])[CH3:20])[CH2:16][CH2:17][NH2:18])([CH3:14])[CH3:13]>C(O)C>[CH:12]([N:15]([CH:19]([CH3:21])[CH3:20])[CH2:16][CH2:17][NH:18][C:2]1[CH:7]=[C:6]([N+:8]([O-:10])=[O:9])[CH:5]=[CH:4][N+:3]=1[O-:11])([CH3:14])[CH3:13]. Reactants: N1(C=NC=C1)CC=1C=C(N)C=CC1 (3-(1H-imidazol-1-ylmethyl)aniline), C1(CC1)CN(C1=CC(=NC=N1)C(=O)O)CCC (6-[(cyclopropylmethyl)(propyl)amino]pyrimidine-4-carboxylic acid), C1(CC1)CN(C1=CC(=NC=N1)C(=O)O)CCC (6-[(cyclopropylmethyl)(propyl)amino]pyrimidine-4-carboxylic acid), C(C)(C)N(CC)C(C)C (diisopropylethylamine), ClC(=O)OC (methyl chloroformate). Reported procedure: A cooled (0° C.) solution of 6-(cyclopropylmethyl(propyl)amino)pyrimidine-4-carboxylic acid (Intermediate 21, 112 mg; 0.45 mmol) in DCM was treated with diisopropylethylamine (78.4 mL; 0.52 mmol) and methyl chloroformate (36.2 mL; 0.47 mmol). After stirring at 0° C. for 15 minutes, 3-(1H-imidazol-1-ylmethyl)aniline (Maybridge, 117 mg; 0.67 mmol) was added and the mixture stirred for 72 hours. The solvent was evaporated and the compound purified by preparative HPLC to give the title compound as a... Run at temperature 0 celsius, time 15 minute. Solvent: C(Cl)Cl (DCM). RXN SMILES: [CH:1]1([CH2:4][N:5]([CH2:15][CH2:16][CH3:17])[C:6]2[N:11]=[CH:10][N:9]=[C:8]([C:12]([OH:14])=O)[CH:7]=2)[CH2:3][CH2:2]1.C(N(C(C)C)CC)(C)C.ClC(OC)=O.[N:32]1([CH2:37][C:38]2[CH:39]=[C:40]([CH:42]=[CH:43][CH:44]=2)[NH2:41])[CH:36]=[CH:35][N:34]=[CH:33]1>C(Cl)Cl>[CH:1]1([CH2:4][N:5]([CH2:15][CH2:16][CH3:17])[C:6]2[N:11]=[CH:10][N:9]=[C:8]([C:12]([NH:41][C:40]3[CH:42]=[CH:43][CH:44]=[C:38]([CH2:37][N:32]4[CH:36]=[CH:35][N:34]=[CH:33]4)[CH:39]=3)=[O:14])[CH:7]=2)[CH2:2][CH2:3]1. Product: C1(CC1)CN(C1=CC(=NC=N1)C(=O)NC1=CC(=CC=C1)CN1C=NC=C1)CCC (6-[(cyclopropylmethyl)(propyl)amino]-N-[3-(1H-imidazol-1-ylmethyl)phenyl]pyrimidine-4-carboxamide).